describe an organic reaction: reactants, conditions, products, and yield From a dataset of the Open Reaction Database (ORD), a public repository of structured organic reaction records. Solvent: CCOCC (Et2O), CCOCC (Et2O). Procedure: To a solution of methyl magnesium bromide (MeMgBr) (2.20 ml, 7.04 mM) in Et2O (15 ml) at 0° C. was added a solution of the aldehyde 11 (1.60 g, 4.69 mM) in Et2O (70 ml) dropwise over a 30 minute period. After stirring for 1 hour the reaction was quenched with a saturated, aqueous NH4Cl solution. The reaction mixture was partitioned between EtOAc and H2O. The EtOAc solution was dried (MgSO4), filtered, and concentrated in vacuo. Chromatography (65 g, Baker 40 gm silica gel) of the residue with Et... The product is COC1=CC=C(C=C1)N1N=CC=C1 (1-(4-methoxyphenyl) pyrazole). RXN SMILES: C[Mg]Br.ClC1C=CC([C:11]2[N:15]([C:16]3[CH:21]=[CH:20][C:19]([O:22][CH3:23])=[CH:18][CH:17]=3)[N:14]=[C:13](CCC=O)[CH:12]=2)=CC=1>CCOCC>[CH3:23][O:22][C:19]1[CH:18]=[CH:17][C:16]([N:15]2[CH:11]=[CH:12][CH:13]=[N:14]2)=[CH:21][CH:20]=1. Isolated yield 162.6%. Conditions: time 1 hour. Reactants: C[Mg]Br (methyl magnesium bromide), ClC1=CC=C(C=C1)C1=CC(=NN1C1=CC=C(C=C1)OC)CCC=O (3-[5-(4-Chlorophenyl)-1-(4-methoxyphenyl)-3-pyrazolyl] propanal). Starting materials: CC(C)=CCCC(C)=CCO, [O-]O, [OH]. Product: CC(C)=CCCC1(C)OC1CO. RXN SMILES: [CH3:3][C:4]([CH3:5])=[CH:6][CH2:7][CH2:8][C:9]([CH3:10])=[CH:11][CH2:12][OH:13].[O-:1][OH:2].[OH:14]>>[O:1]1[C:9]([CH2:8][CH2:7][CH:6]=[C:4]([CH3:3])[CH3:5])([CH3:10])[CH:11]1[CH2:12][OH:13]. Reactants: CCOC(=O)C(=O)c1csc(NC(=O)Nc2ccc(OC)cc2)n1, CCO, [Cl-], N, [NH4+], O=C(O)CN1C(=O)CSC1=S. The product is CCOC(=O)C(=C1SC(=S)N(CC(=O)O)C1=O)c1csc(NC(=O)Nc2ccc(OC)cc2)n1. As a reaction SMILES: [CH3:1][O:2][c:3]1[cH:4][cH:5][c:6]([NH:9][C:10]([NH:11][c:12]2[s:13][cH:14][c:15]([C:17]([C:18](=[O:19])[O:20][CH2:21][CH3:22])=[O:23])[n:16]2)=[O:24])[cH:7][cH:8]1.[CH3:39][CH2:40][OH:41].[Cl-:36].[NH3:38].[NH4+:37].[S:25]1[C:26](=[S:27])[N:28]([CH2:32][C:33](=[O:34])[OH:35])[C:29](=[O:30])[CH2:31]1>>[CH3:1][O:2][c:3]1[cH:4][cH:5][c:6]([NH:9][C:10]([NH:11][c:12]2[s:13][cH:14][c:15]([C:17]([C:18](=[O:19])[O:20][CH2:21][CH3:22])=[C:31]3[S:25][C:26](=[S:27])[N:28]([CH2:32][C:33](=[O:34])[OH:35])[C:29]3=[O:30])[n:16]2)=[O:24])[cH:7][cH:8]1.